describe an organic reaction: reactants, conditions, products, and yield From a dataset of the Open Reaction Database (ORD), a public repository of structured organic reaction records. Starting materials: CC1=CC=C([N+](=C1)[O-])C(=O)O (5-Methyl-2-pyridinecarboxylic acid 1-oxide), P(=O)(Cl)(Cl)Cl (phosphoryl trichloride), ice water. Conditions: temperature 105 celsius, time 3 hour. Product: ClC1=C(C=CC(=N1)C(=O)O)C (6-Chloro-5-methyl-pyridine-2-carboxylic acid). Isolated yield 84.3%. As a reaction SMILES: [CH3:1][C:2]1[CH:7]=[N+:6]([O-])[C:5]([C:9]([OH:11])=[O:10])=[CH:4][CH:3]=1.P(Cl)(Cl)([Cl:14])=O>>[Cl:14][C:7]1[N:6]=[C:5]([C:9]([OH:11])=[O:10])[CH:4]=[CH:3][C:2]=1[CH3:1]. Procedure: 5-Methyl-2-pyridinecarboxylic acid 1-oxide (0.9 g, 5.88 mmol) was added to phosphoryl trichloride (30 mL). The mixture was stirred at 105° C. for 3 h. After that the mixture was cooled to room temperature, added to ice water slowly and extracted with methylene chloride (4×30 mL). The organic layer was washed with brine (50 mL), dried over anhydrous sodium sulfate, and concentrated to give the crude product (0.85 g, 84.3%); MS (EI): m/e=172.0 [M+H]+. The reactants are BrC=1N=C(SC1)C (4-bromo-2-methyl-1,3-thiazole), Pd(Ph3)4, COC1=NC=C(C(=N1)OC)B(O)O ([2,4-bis(methyloxy)-5-pyrimidinyl]boronic acid), O (H2O), C(=O)(O)[O-].[Na+] (NaHCO3). Solvent: COCCOC (1,2-Dimethoxyethane), ClCCl (dichloromethane). Reaction conditions: temperature 90 celsius, time 8 hour. The product is COC1=NC=C(C(=N1)OC)C=1N=C(SC1)C (2,4-bis(methyloxy)-5-(2-methyl-1,3-thiazol-4-yl)pyrimidine). As a reaction SMILES: Br[C:2]1[N:3]=[C:4]([CH3:7])[S:5][CH:6]=1.[CH3:8][O:9][C:10]1[N:15]=[C:14]([O:16][CH3:17])[C:13](B(O)O)=[CH:12][N:11]=1.O.C([O-])(O)=O.[Na+]>COCCOC.ClCCl>[CH3:8][O:9][C:10]1[N:15]=[C:14]([O:16][CH3:17])[C:13]([C:2]2[N:3]=[C:4]([CH3:7])[S:5][CH:6]=2)=[CH:12][N:11]=1 |f:3.4|. Procedure details: 4-bromo-2-methyl-1,3-thiazole (commercially available from Frontier, 300 mg, 1.685 mmol) was dissolved in 1,2-Dimethoxyethane (DME) (5 ml). Pd(Ph3)4 (97 mg, 0.084 mmol) was added and the reaction mixture was stirred at room temperature for 15 min. [2,4-bis(methyloxy)-5-pyrimidinyl]boronic acid (commercially available from Aldrich, 651 mg, 3.54 mmol) and 1M/H2O sol. of NaHCO3 (4.60 ml, 4.60 mmol) were added thereto. The reaction mixture was heated at 90° C. for 2.5 h and left at room temperature ...